This data is from the Open Reaction Database (ORD), a public repository of structured organic reaction records. The task is: describe an organic reaction: reactants, conditions, products, and yield The reactants are COc1ncc(-c2cccc(-n3cnc4cc(C(C)NC=O)ccc43)c2)c(OC)n1, CCOC(C)=O, Cl, [Na+], [Na+], O=C([O-])[O-]. Yields the product COc1ncc(-c2cccc(-n3cnc4cc(C(C)N)ccc43)c2)c(OC)n1. RXN SMILES: [CH3:1][O:2][c:3]1[n:4][cH:5][c:6](-[c:11]2[cH:12][c:13](-[n:17]3[cH:18][n:19][c:20]4[c:21]3[cH:22][cH:23][c:24]([CH:26]([CH3:27])[NH:28][CH:29]=[O:30])[cH:25]4)[cH:14][cH:15][cH:16]2)[c:7]([O:9][CH3:10])[n:8]1.[CH3:31][CH2:32][O:33][C:34](=[O:35])[CH3:36].[ClH:43].[Na+:37].[Na+:38].[O-:39][C:40](=[O:41])[O-:42]>>[CH3:1][O:2][c:3]1[n:4][cH:5][c:6](-[c:11]2[cH:12][c:13](-[n:17]3[cH:18][n:19][c:20]4[c:21]3[cH:22][cH:23][c:24]([CH:26]([CH3:27])[NH2:28])[cH:25]4)[cH:14][cH:15][cH:16]2)[c:7]([O:9][CH3:10])[n:8]1. Reactants: CC1=CC=C(C=C1)S(=O)(=O)O[C@@H](C)CC(CCC=C)C ((2S)-4-methyloct-7-en-2-yl 4-methylbenzenesulfonate), C(C)OC(CN=C(C1=CC=CC=C1)C1=CC=CC=C1)=O (N-(diphenylmethylene)glycinate ethyl ester), [Li+].C[Si](C)(C)[N-][Si](C)(C)C (LiHMDS). Solvent: C1(=CC=CC=C1)C (toluene). Reaction conditions: temperature 110 celsius. Product: C1(=CC=CC=C1)C(C1=CC=CC=C1)=NC(C(=O)OCC)[C@@H](CC(CCC=C)C)C ((3R)-ethyl 2-((diphenylmethylene)amino)-3,5-dimethylnon-8-enoate). Yield: 105.2%. Reaction SMILES: CC1C=CC(S(O[C@H:12]([CH2:14][CH:15]([CH3:20])[CH2:16][CH2:17][CH:18]=[CH2:19])[CH3:13])(=O)=O)=CC=1.[CH2:21]([O:23][C:24](=[O:40])[CH2:25][N:26]=[C:27]([C:34]1[CH:39]=[CH:38][CH:37]=[CH:36][CH:35]=1)[C:28]1[CH:33]=[CH:32][CH:31]=[CH:30][CH:29]=1)[CH3:22].[Li+].C[Si]([N-][Si](C)(C)C)(C)C>C1(C)C=CC=CC=1>[C:28]1([C:27](=[N:26][CH:25]([C@H:12]([CH3:13])[CH2:14][CH:15]([CH3:20])[CH2:16][CH2:17][CH:18]=[CH2:19])[C:24]([O:23][CH2:21][CH3:22])=[O:40])[C:34]2[CH:39]=[CH:38][CH:37]=[CH:36][CH:35]=2)[CH:29]=[CH:30][CH:31]=[CH:32][CH:33]=1 |f:2.3|. Procedure: To a solution of (2S)-4-methyloct-7-en-2-yl 4-methylbenzenesulfonate (54 g, 0.182 moles) and N-(diphenylmethylene)glycinate ethyl ester (48.7 g, 0.182 moles) in toluene (500 mL) was added LiHMDS (36.5 g, 0.218 moles, 1 M solution in THF) at 0° C. The reaction mass was allowed to come to room temperature and was then heated at 110° C. for 2 h. The reaction mass was cooled to room temperature, quenched with water and extracted with ethyl acetate (200 mL×3). The combined organic layers were dried o... Starting materials: [N+](=O)([O-])C1=CC=CC=2N=C(OC21)C=2C=NC=CC2 (7-nitro-2-(3-pyridyl)benzoxazole). Reagents/catalysts: [Fe] (iron). Run in C(C)(=O)O (acetic acid). Product: NC1=CC=CC=2N=C(OC21)C=2C=NC=CC2 (7-amino-2-(3-pyridyl)benzoxazole). RXN SMILES: [N+:1]([C:4]1[C:12]2[O:11][C:10]([C:13]3[CH:14]=[N:15][CH:16]=[CH:17][CH:18]=3)=[N:9][C:8]=2[CH:7]=[CH:6][CH:5]=1)([O-])=O>[Fe].C(O)(=O)C>[NH2:1][C:4]1[C:12]2[O:11][C:10]([C:13]3[CH:14]=[N:15][CH:16]=[CH:17][CH:18]=3)=[N:9][C:8]=2[CH:7]=[CH:6][CH:5]=1. Procedure: 4 ml of 10% acetic acid was added to 7-nitro-2-(3-pyridyl)benzoxazole prepared in Reference Example 3, and 200 mg of powdered iron was added by portions with stirring at room temperature. The mixture was heated to 100° C. in an oil bath and stirred for 2 hr. The reaction mixture was filtered through Celite and washed with a small amount of dilute hydrochloric acid. The filtrate was neutralized with an aqueous sodium hydroxide solution, the product was extracted with ethyl acetate, and the organi... The reactants are CO, COC(=O)c1cc(C=O)ccc1OC, Cl, [Li+], C1CCOC1, [OH-], O. Yields the product COc1ccc(C=O)cc1C(=O)O. RXN SMILES: [CH3:24][OH:25].[CH3:3][O:4][c:5]1[c:6]([C:7](=[O:8])[O:9][CH3:10])[cH:11][c:12]([CH:15]=[O:16])[cH:13][cH:14]1.[ClH:17].[Li+:1].[O:19]1[CH2:20][CH2:21][CH2:22][CH2:23]1.[OH-:2].[OH2:18]>>[CH3:3][O:4][c:5]1[c:6]([C:7](=[O:8])[OH:9])[cH:11][c:12]([CH:15]=[O:16])[cH:13][cH:14]1.